This data is from the Open Reaction Database (ORD), a public repository of structured organic reaction records. The task is: describe an organic reaction: reactants, conditions, products, and yield Starting materials: Br, CC(=O)O, COc1ccc2c(c1)CCCC2=O, O. Product: O=C1CCCc2cc(O)ccc21. As a reaction SMILES: [BrH:18].[CH3:14][C:15](=[O:16])[OH:17].[CH3:1][O:2][c:3]1[cH:4][c:5]2[c:10]([cH:11][cH:12]1)[C:9](=[O:13])[CH2:8][CH2:7][CH2:6]2.[OH2:19]>>[OH:2][c:3]1[cH:4][c:5]2[c:10]([cH:11][cH:12]1)[C:9](=[O:13])[CH2:8][CH2:7][CH2:6]2.